Dataset: the Open Reaction Database (ORD), a public repository of structured organic reaction records. Task: describe an organic reaction: reactants, conditions, products, and yield Starting materials: C(C=C(C)C)Cl (prenyl chloride), O1C(CCCC1)OC1=C2CCC(NC2=C(C=C1)OCC=C)=O (5-tetrahydropyranyloxy-8-allyloxy-3,4-dihydro-2(1H)-quinolinone), [H-].[Na+] (sodium hydride), [H][H] (hydrogen), Cl (hydrochloric acid). Solvent: O (water), CN(C)C=O (DMF). Reaction conditions: time 8 hour. Product: OC1=C2CCC(N(C2=C(C=C1)OCC=C)CC=C(C)C)=O (5-hydroxy-8-allyloxy-3,4-dihydro-1-prenyl-2(1H)-quinolinone). Reaction SMILES: O1CCCCC1[O:7][C:8]1[CH:17]=[CH:16][C:15]([O:18][CH2:19][CH:20]=[CH2:21])=[C:14]2[C:9]=1[CH2:10][CH2:11][C:12](=[O:22])[NH:13]2.[H-].[Na+].[H][H].[CH2:27](Cl)[CH:28]=[C:29]([CH3:31])[CH3:30].Cl>CN(C=O)C.O>[OH:7][C:8]1[CH:17]=[CH:16][C:15]([O:18][CH2:19][CH:20]=[CH2:21])=[C:14]2[C:9]=1[CH2:10][CH2:11][C:12](=[O:22])[N:13]2[CH2:27][CH:28]=[C:29]([CH3:31])[CH3:30] |f:1.2|. Procedure details: 7 Grams of 5-tetrahydropyranyloxy-8-allyloxy-3,4-dihydro-2(1H)-quinolinone was dissolved in 50 ml of DMF, then 1 g of 60%-sodium hydride was added gradually in limited amounts to this solution, the reaction mixture was stirred at room temperature until generation of hydrogen gas ceased. To this reaction mixture was added 2.7 g of prenyl chloride, stirred at room temperature for 8 hours. To this mixture was added 100 ml of water and stirred, the mixture was acidified by adding concentrated hydroc... Starting materials: COC(=O)c1cccc2c1-n1cccc1C2=O, CO, [Li+], [OH-], O, O. Yields the product O=C(O)c1cccc2c1-n1cccc1C2=O. Reaction SMILES: [CH3:1][O:2][C:3](=[O:4])[c:5]1[cH:6][cH:7][cH:8][c:9]2[c:13]1-[n:12]1[c:11]([cH:16][cH:15][cH:14]1)[C:10]2=[O:17].[CH3:22][OH:23].[Li+:20].[OH-:19].[OH2:18].[OH2:21]>>[O:2]=[C:3]([OH:4])[c:5]1[cH:6][cH:7][cH:8][c:9]2[c:13]1-[n:12]1[c:11]([cH:16][cH:15][cH:14]1)[C:10]2=[O:17]. The reactants are CN(CCNC(=O)N1CCN(CC1)C1=CC=C(C=C1)F)C (N-[2-(Dimethylamino)ethyl]-4-(4-fluorophenyl)-1-piperazinecarboxamide), C(=O)(N1C=NC=C1)N1C=NC=C1 (1,1'-carbonyldiimidazole), unsym-diethylethylenediamine, ClC1=C(C=CC=C1)N1CCNCC1 (1-(2-chlorophenyl)piperazine), O1CCCC1 (tetrahydrofuran). The solvent is Cl (hydrogen chloride). Yields the product Cl.ClC1=C(C=CC=C1)N1CCN(CC1)C(=O)NCCN(C)C (4-(2-Chlorophenyl)-N-[2-(dimethylamino)ethyl]-1-piperazinecarboxamide, hydrochloride). As a reaction SMILES: [CH3:1][N:2]([CH3:21])[CH2:3][CH2:4][NH:5][C:6]([N:8]1[CH2:13][CH2:12][N:11]([C:14]2[CH:19]=[CH:18][C:17](F)=[CH:16][CH:15]=2)[CH2:10][CH2:9]1)=[O:7].C(N1C=CN=C1)(N1C=CN=C1)=O.[Cl:34]C1C=CC=CC=1N1CCNCC1.O1CCCC1>Cl>[ClH:34].[Cl:34][C:15]1[CH:16]=[CH:17][CH:18]=[CH:19][C:14]=1[N:11]1[CH2:12][CH2:13][N:8]([C:6]([NH:5][CH2:4][CH2:3][N:2]([CH3:21])[CH3:1])=[O:7])[CH2:9][CH2:10]1 |f:5.6|. Procedure: This compound was prepared according to the procedure used to synthesize the compound of Example 11. A mixture of 4.9 g (0.03 mole) of 1,1'-carbonyldiimidazole, 2.6 g (0.03 mole) of unsym-diethylethylenediamine, and 5.9 g (0.03 mole) of 1-(2-chlorophenyl)piperazine in a total of 200 ml of tetrahydrofuran gave an oil as residue. The hydrochloride was formed in ethereal hydrogen chloride and the collected solid was recrystallized from methanol-ethyl ether to yield 3.4 g (33%) of title compound as ... Reactants: FC1=CC=C(OC=2C(NN=CC2C2=CC=C(C=C2)S(=O)(=O)C)=O)C=C1 (4-(4-fluorophenoxy)-5-[4-(methylsulfonyl)phenyl]-3(2H)-pyridazinone), FC1=CC=C(C=C1)I (1-fluoro-4-iodobenzene), N (NH3). Yields the product FC1=CC=C(C=C1)N1N=CC(=C(C1=O)OC1=CC=C(C=C1)F)C1=CC=C(C=C1)S(=O)(=O)C (4-Fluorophenyl-4-(4-fluorophenoxy)-5-[4-(methylsulfonyl)phenyl]-3(2H)-pyridazinone). Reaction SMILES: [F:1][C:2]1[CH:25]=[CH:24][C:5]([O:6][C:7]2[C:8](=[O:23])[NH:9][N:10]=[CH:11][C:12]=2[C:13]2[CH:18]=[CH:17][C:16]([S:19]([CH3:22])(=[O:21])=[O:20])=[CH:15][CH:14]=2)=[CH:4][CH:3]=1.[F:26][C:27]1[CH:32]=[CH:31][C:30](I)=[CH:29][CH:28]=1.N>>[F:26][C:27]1[CH:32]=[CH:31][C:30]([N:9]2[C:8](=[O:23])[C:7]([O:6][C:5]3[CH:4]=[CH:3][C:2]([F:1])=[CH:25][CH:24]=3)=[C:12]([C:13]3[CH:14]=[CH:15][C:16]([S:19]([CH3:22])(=[O:21])=[O:20])=[CH:17][CH:18]=3)[CH:11]=[N:10]2)=[CH:29][CH:28]=1. Procedure: The title compound was prepared according to Example 93, starting with 4-(4-fluorophenoxy)-5-[4-(methylsulfonyl)phenyl]-3(2H)-pyridazinone and substituting 1-fluoro-4-iodobenzene in place of 4-bromothioanisole (yield: 60 mg, 53%). mp 83-85° C. 1H NMR (300 MHz, CDCl3) δ 3.10 (s, 3H), 6.89-7.03 (m, 4H), 7.15 (t, J=9 Hz, 2H), 7.65 (dd, J=9 Hz, 6 Hz, 2H), 7.83 (d, J=6 Hz, 2H), 8.07 (d, J=9 Hz, 2H), 8.08 (s, 1H). MS (DCI/NH3) m/z 455 (M+H)+, 472 (M+NH4)+. Starting materials: C(Cl)Cl (methylene chloride), C(=O)NC1=NC(=NS1)C(=O)OC (methyl 5-formamido-1,2,4-thiadiazole-3-carboxylate), CSCS(=O)C (methyl methylthiomethyl sulfoxide), [H-].[Na+] (sodium hydride). Run in CN(C=O)C (N,N-dimethylformamide). Conditions: temperature 40 celsius, time 1 hour. Yields the product C(=O)NC1=NC(=NS1)C(C(S(=O)C)SC)=O (5-Formamido-3-(2-methylthio-2-methylsulfinylacetyl)-1,2,4-thiadiazole). Yield: 32.8%. Reaction SMILES: [CH:1]([NH:3][C:4]1[S:8][N:7]=[C:6]([C:9]([O:11]C)=O)[N:5]=1)=[O:2].[CH3:13][S:14][CH2:15][S:16]([CH3:18])=[O:17].[H-].[Na+].C(Cl)Cl>CN(C)C=O>[CH:1]([NH:3][C:4]1[S:8][N:7]=[C:6]([C:9](=[O:11])[CH:15]([S:14][CH3:13])[S:16]([CH3:18])=[O:17])[N:5]=1)=[O:2] |f:2.3|. Reported procedure: To a mixture of methyl 5-formamido-1,2,4-thiadiazole-3-carboxylate (9.2 g) and methyl methylthiomethyl sulfoxide (6.1 g) in N,N-dimethylformamide (100 ml) was added 50% sodium hydride (7.1 g) with cooling in an ice-bath. The mixture was stirred for an hour at ambient temperature and for an additional one hour at 40° C. After cooling to ambient temperature, methylene chloride (300 ml) was added to the reaction mixture, and the resulting precipitates were collected by filtration and washed with me... Starting materials: ClC1=NC(=C2N=CN(C2=N1)[C@@H]1SC[C@H]([C@@H]1O)O)Cl ((2R,3S,4S)-2-(2,6-dichloro-9H-purin-9-yl)tetrahydrothiophen-3,4-diol), FC=1C=C(CN)C=CC1 (3-fluorobenzylamine). Solvent: C(C)O (ethanol). Product: ClC1=NC(=C2N=CN(C2=N1)[C@@H]1SC[C@H]([C@H]1O)O)NCC1=CC(=CC=C1)F ((2R,3R,4S)-2-(2-chloro-6-(3-fluorobenzylamino)-9H-purin-9-yl)tetrahydrothiophen-3,4-diol). The yield is 80.0%. Reaction SMILES: [Cl:1][C:2]1[N:10]=[C:9]2[C:5]([N:6]=[CH:7][N:8]2[C@H:11]2[C@@H:15]([OH:16])[C@H:14]([OH:17])[CH2:13][S:12]2)=[C:4](Cl)[N:3]=1.[F:19][C:20]1[CH:21]=[C:22]([CH:25]=[CH:26][CH:27]=1)[CH2:23][NH2:24]>C(O)C>[Cl:1][C:2]1[N:10]=[C:9]2[C:5]([N:6]=[CH:7][N:8]2[C@H:11]2[C@H:15]([OH:16])[C@H:14]([OH:17])[CH2:13][S:12]2)=[C:4]([NH:24][CH2:23][C:22]2[CH:25]=[CH:26][CH:27]=[C:20]([F:19])[CH:21]=2)[N:3]=1. Reported procedure: (2R,3S,4S)-2-(2,6-dichloro-9H-purin-9-yl)tetrahydrothiophen-3,4-diol (1 equivalent), prepared in Step 2, and 3-fluorobenzylamine (1.5 equivalents) were dissolved in ethanol (5 ml) at room temperature for 2-3 hrs with stirring. The reaction mixture was concentrated in a vacuum and the concentrate was purified through silica gel column chromatography using a mixture of dichloromethane:methanol (20:1, v/v) as an elution solvent to afford the object compound (0.10 g, 80%). Solvent: O (H2O), CN(C)C=O (DMF), CO (MeOH), CN(C)C=O (DMF). Procedure details: A solution of 1.9 g of sodium methoxide in 100 ml of DMF and 30 ml MeOH is added to a suspension of 8.0 g of 3-bromo-5-(4-pyrimidinyl)-2(1H)-pyridone in 100 ml of DMF. Bromoethane (2.7 ml) is added to the mixture, and the mixture is heated to 70° C. for 2 hours. After cooling the mixture to RT, the solvent is evaporated leaving a solid residue which is suspended in 500 ml of distilled H2O, filtered through charcoal and dried. The dried residue is recrystallized from isopropanol with hot filtrati... Reaction SMILES: C[O-].[Na+].[Br:4][C:5]1[C:6](=[O:17])[NH:7][CH:8]=[C:9]([C:11]2[CH:16]=[CH:15][N:14]=[CH:13][N:12]=2)[CH:10]=1.Br[CH2:19][CH3:20]>CN(C=O)C.CO.O>[Br:4][C:5]1[C:6](=[O:17])[N:7]([CH2:19][CH3:20])[CH:8]=[C:9]([C:11]2[CH:16]=[CH:15][N:14]=[CH:13][N:12]=2)[CH:10]=1 |f:0.1|. Product: BrC=1C(N(C=C(C1)C1=NC=NC=C1)CC)=O (3-bromo-1-ethyl-5-(4-pyrimidinyl)-2-pyridone). The reactants are BrCC (Bromoethane), C[O-].[Na+] (sodium methoxide), BrC=1C(NC=C(C1)C1=NC=NC=C1)=O (3-bromo-5-(4-pyrimidinyl)-2(1H)-pyridone). Conditions: temperature 70 celsius.